describe an organic reaction: reactants, conditions, products, and yield From a dataset of the Open Reaction Database (ORD), a public repository of structured organic reaction records. Reactants: CCN=C=NCCCN(C)C, CCN(C(C)C)C(C)C, Cl, Cl, Cl, Clc1ccccc1NC1CCNCC1, CN(C)C=O, O, On1nnc2ccccc21, O=C(O)CNC(=O)c1ccc(Nc2ccccc2)cn1. The product is O=C(NCC(=O)N1CCC(Nc2ccccc2Cl)CC1)c1ccc(Nc2ccccc2)cn1. Reaction SMILES: [CH3:40][CH2:41][N:42]=[C:43]=[N:44][CH2:45][CH2:46][CH2:47][N:48]([CH3:49])[CH3:50].[CH:21]([N:22]([CH2:23][CH3:24])[CH:25]([CH3:26])[CH3:27])([CH3:28])[CH3:29].[ClH:51].[ClH:52].[ClH:53].[NH:54]1[CH2:55][CH2:56][CH:57]([NH:60][c:61]2[c:62]([Cl:67])[cH:63][cH:64][cH:65][cH:66]2)[CH2:58][CH2:59]1.[O:68]=[CH:69][N:70]([CH3:71])[CH3:72].[OH2:73].[OH:30][n:31]1[c:32]2[c:33]([cH:34][cH:35][cH:36][cH:37]2)[n:38][n:39]1.[c:1]1([NH:7][c:8]2[cH:9][cH:10][c:11]([C:14](=[O:15])[NH:16][CH2:17][C:18](=[O:19])[OH:20])[n:12][cH:13]2)[cH:2][cH:3][cH:4][cH:5][cH:6]1>>[c:1]1([NH:7][c:8]2[cH:9][cH:10][c:11]([C:14](=[O:15])[NH:16][CH2:17][C:18](=[O:20])[N:54]3[CH2:55][CH2:56][CH:57]([NH:60][c:61]4[c:62]([Cl:67])[cH:63][cH:64][cH:65][cH:66]4)[CH2:58][CH2:59]3)[n:12][cH:13]2)[cH:2][cH:3][cH:4][cH:5][cH:6]1. Reactants: CO[C@H]1[C@@H](O[C@H]([C@@H]([C@H]1OC)OC)C)ON (O-((2S,3R,4R,5S,6S)-3,4,5-trimethoxy-6-methyl-tetrahydropyran-2-yl)-hydroxylamine), CCN(C(C)C)C(C)C (DIEA), ClC(C(=O)OC)C(=O)[O-] (methyl chloromalonate). Solvent: C(Cl)Cl (CH2Cl2), ClCCl (dichloromethane), C(Cl)Cl (CH2Cl2). Run at time 4 hour. The product is COC(CC(=O)NO[C@@H]1O[C@H]([C@@H]([C@H]([C@H]1OC)OC)OC)C)=O (N-((2S,3R,4R,5S,6S)-3,4,5-trimethoxy-6-methyl-tetrahydro-pyran-2-yloxy)-malonamic acid methyl ester). Yield: 57.9%. RXN SMILES: [CH3:1][O:2][C@@H:3]1[C@H:8]([O:9][CH3:10])[C@@H:7]([O:11][CH3:12])[C@H:6]([CH3:13])[O:5][C@H:4]1[O:14][NH2:15].CCN(C(C)C)C(C)C.Cl[CH:26]([C:31]([O-])=[O:32])[C:27]([O:29][CH3:30])=[O:28]>ClCCl>[CH3:30][O:29][C:27](=[O:28])[CH2:26][C:31]([NH:15][O:14][C@H:4]1[C@H:3]([O:2][CH3:1])[C@H:8]([O:9][CH3:10])[C@@H:7]([O:11][CH3:12])[C@H:6]([CH3:13])[O:5]1)=[O:32]. Reported procedure: To a solution of O-((2S,3R,4R,5S,6S)-3,4,5-trimethoxy-6-methyl-tetrahydropyran-2-yl)-hydroxylamine (P-4; 157 mg, 0.71 mmol) in dichloromethane (CH2Cl2; 8 mL) was added DIEA (230 μL, 1.3 mmol) followed by a solution of methyl chloromalonate (137 mg, 1.0 mmol) dissolved in CH2Cl2 (2 mL). This mixture was allowed to stir at room temperature for 4 h. The mixture was then diluted with CH2Cl2 and washed with 1 N HCl. The aqueous fraction was extracted with CH2Cl2. The organic fractions were combined, ... The reactants are CNC=1SC(=CC1C(C1=C(C=CC=C1)F)=O)Cl (2-methylamino-3-(o-fluorobenzoyl)-5-chlorothiophene), C(N)(OCC)=O (ethyl carbamate). Reagents/catalysts: [Cl-].[Zn+2].[Cl-] (zinc chloride). Conditions: temperature 200 celsius. Product: CN1C(N=C(C2=C1SC(=C2)Cl)C2=C(C=CC=C2)F)=O (1-methyl-4-(o-fluorophenyl)-6-chloro-1,2-dihydrothieno[2,3-d]pyrimidin-2-one). Reaction SMILES: [CH3:1][NH:2][C:3]1[S:4][C:5]([Cl:17])=[CH:6][C:7]=1[C:8](=O)[C:9]1[CH:14]=[CH:13][CH:12]=[CH:11][C:10]=1[F:15].[C:18](=O)([O:20]CC)[NH2:19]>[Cl-].[Zn+2].[Cl-]>[CH3:1][N:2]1[C:3]2[S:4][C:5]([Cl:17])=[CH:6][C:7]=2[C:8]([C:9]2[CH:14]=[CH:13][CH:12]=[CH:11][C:10]=2[F:15])=[N:19][C:18]1=[O:20] |f:2.3.4|. Reported procedure: A mixture of 700 mg of 2-methylamino-3-(o-fluorobenzoyl)-5-chlorothiophene, 700 mg of ethyl carbamate and 50 mg of zinc chloride is heated at 200°C for 1 hour. After cooling, the reaction mixture is extracted with chloroform. The extracts are combined, washed with water, dried over sodium sulfate and concentrated under reduced pressure to give a residue, which is chromatographed on silica gel using chloroform as an eluent to give crystals of 1-methyl-4-(o-fluorophenyl)-6-chloro-1,2-dihydrothieno...